This data is from the Open Reaction Database (ORD), a public repository of structured organic reaction records. The task is: describe an organic reaction: reactants, conditions, products, and yield Starting materials: CC(C=CCOC(c1ccccc1)(c1ccccc1)c1ccccc1)C(CCO[Si](C)(C)C(C)(C)C)O[Si](C)(C)C(C)(C)C, C1CCOC1, c1ccncc1. The product is CC(C=CCOC(c1ccccc1)(c1ccccc1)c1ccccc1)C(CCO)O[Si](C)(C)C(C)(C)C. RXN SMILES: [C:1]([CH3:2])([CH3:3])([CH3:4])[Si:5]([O:6][CH:7]([CH:8]([CH:9]=[CH:10][CH2:11][O:12][C:13]([c:14]1[cH:15][cH:16][cH:17][cH:18][cH:19]1)([c:20]1[cH:21][cH:22][cH:23][cH:24][cH:25]1)[c:26]1[cH:27][cH:28][cH:29][cH:30][cH:31]1)[CH3:32])[CH2:33][CH2:34][O:35][Si:36]([C:37]([CH3:38])([CH3:39])[CH3:40])([CH3:41])[CH3:42])([CH3:43])[CH3:44].[CH2:51]1[O:52][CH2:53][CH2:54][CH2:55]1.[cH:45]1[cH:46][cH:47][n:48][cH:49][cH:50]1>>[C:1]([CH3:2])([CH3:3])([CH3:4])[Si:5]([O:6][CH:7]([CH:8]([CH:9]=[CH:10][CH2:11][O:12][C:13]([c:14]1[cH:15][cH:16][cH:17][cH:18][cH:19]1)([c:20]1[cH:21][cH:22][cH:23][cH:24][cH:25]1)[c:26]1[cH:27][cH:28][cH:29][cH:30][cH:31]1)[CH3:32])[CH2:33][CH2:34][OH:35])([CH3:43])[CH3:44]. Reactants: C(Cl)Cl (CH2Cl2), ClC=1C(=NN2C1N=C(C(=C2Cl)C(C(=O)OC)O)C)C (methyl 2-(3,7-dichloro-2,5-dimethylpyrazolo[1,5-a]pyrimidin-6-yl)-2-hydroxyacetate), Cl(=O)(=O)(=O)O (perchloric acid). Run in C(C)(=O)OCC (ethyl acetate), C(C)(=O)OC(C)(C)C (tert-butyl acetate). Run at time 2 hour. The product is C(C)(C)(C)OC(C(=O)OC)C=1C(=NC=2N(C1Cl)N=C(C2Cl)C)C (Methyl 2-tert-butoxy-2-(3,7-dichloro-2,5-dimethylpyrazolo[1,5-a]pyrimidin-6-yl)acetate). The yield is 181.5%. RXN SMILES: [Cl:1][C:2]1[C:3]([CH3:19])=[N:4][N:5]2[C:10]([Cl:11])=[C:9]([CH:12]([OH:17])[C:13]([O:15][CH3:16])=[O:14])[C:8]([CH3:18])=[N:7][C:6]=12.C(Cl)Cl.Cl(O)(=O)(=O)=O>C(OC(C)(C)C)(=O)C.C(OCC)(=O)C>[C:9]([O:17][CH:12]([C:9]1[C:8]([CH3:18])=[N:7][C:6]2[N:5]([N:4]=[C:3]([CH3:19])[C:2]=2[Cl:1])[C:10]=1[Cl:11])[C:13]([O:15][CH3:16])=[O:14])([CH3:12])([CH3:10])[CH3:8]. Procedure details: To a suspension of methyl 2-(3,7-dichloro-2,5-dimethylpyrazolo[1,5-a]pyrimidin-6-yl)-2-hydroxyacetate (80 mg, 0.26 mmol) in tert-butyl acetate (1.5 mL) at room temperature was added CH2Cl2 (1.5 mL) followed by perchloric acid (40 mg, 2.1 mmol). The reaction mixture was stirred for 2 h at room temperature. The reaction mixture was diluted with ethyl acetate (15 mL). The organic phase was washed with saturated NaHCO3 (2×10 mL), followed by water (1×10 mL) and dried over sodium sulfate. The solvent... Starting materials: C(CCC)C=1N(C(=CN1)/C=C(/C(=O)O)\CC1=CC=CC=C1)CC1=C(C=CC=C1)Cl ((E)-3-[2-n-butyl-1-{(2-chlorophenyl)methyl}-1H-imidazol-5-yl]-2-(benzyl)-2-propenoic acid), ClCC(=O)N(CC)CC (2-chloro-N,N-diethylacetamide), C([O-])([O-])=O.[K+].[K+] (potassium carbonate). Solvent: O (water), CN(C=O)C (dimethylformamide). Reaction conditions: temperature 70 celsius. Product: C(CCC)C=1N(C(=CN1)/C=C(/C(=O)OCC(=O)N(CC)CC)\CC1=CC=CC=C1)CC1=C(C=CC=C1)Cl ((E)-3-[2-n-Butyl-1-{(2-chloropheny)methyl}-1H-imidazol-5-yl]-2-(benzyl)-2-propenoic Acid, 2-(N,N-Diethylamino)-2-oxoethyl Ester). The yield is 78.1%. RXN SMILES: [CH2:1]([C:5]1[N:6]([CH2:22][C:23]2[CH:28]=[CH:27][CH:26]=[CH:25][C:24]=2[Cl:29])[C:7](/[CH:10]=[C:11](\[CH2:15][C:16]2[CH:21]=[CH:20][CH:19]=[CH:18][CH:17]=2)/[C:12]([OH:14])=[O:13])=[CH:8][N:9]=1)[CH2:2][CH2:3][CH3:4].Cl[CH2:31][C:32]([N:34]([CH2:37][CH3:38])[CH2:35][CH3:36])=[O:33].C(=O)([O-])[O-].[K+].[K+]>CN(C)C=O.O>[CH2:1]([C:5]1[N:6]([CH2:22][C:23]2[CH:28]=[CH:27][CH:26]=[CH:25][C:24]=2[Cl:29])[C:7](/[CH:10]=[C:11](\[CH2:15][C:16]2[CH:21]=[CH:20][CH:19]=[CH:18][CH:17]=2)/[C:12]([O:14][CH2:31][C:32]([N:34]([CH2:37][CH3:38])[CH2:35][CH3:36])=[O:33])=[O:13])=[CH:8][N:9]=1)[CH2:2][CH2:3][CH3:4] |f:2.3.4|. Procedure details: A solution of (E)-3-[2-n-butyl-1-{(2-chlorophenyl)methyl}-1H-imidazol-5-yl]-2-(benzyl)-2-propenoic acid (Example 2) (2.05 g, 5 mmol) in dry dimethylformamide (10 mL) was treated with 2-chloro-N,N-diethylacetamide (0.825 g, 5.51 mmol) followed by powdered potassium carbonate. This mixture was heated at 70° C. for 7 hours, diluted with water and extracted with ethyl acetate. The water-washed, dried, concentrated product solidified and after trituration with ether/hexane afforded 2.04 g (78%) of th...